This data is from the Open Reaction Database (ORD), a public repository of structured organic reaction records. The task is: describe an organic reaction: reactants, conditions, products, and yield The reactants are -NO2, S([O-])(O)=O.[Na+] (sodium bisulfite), BrBr (bromine), ( s ), ClC1=CC=C(C=C1)[N+](=O)[O-] (4-chloronitrobenzene), C[SiH](C)C (trimethylsilane), tris(dimethylamino)sulfonium trimethyldifluorosilicate, C1CCOC1 (THF), C1CCOC1 (THF), ( s ), Br (HBr), [K+].[Br-] (KBr). The solvent is C1CCCCC1 (cyclohexane), C(C)#N (acetonitrile). Reaction conditions: temperature -78 celsius, time 45 minute. The product is CC(C(=O)OC)C1C(=CC=C(C1Br)Cl)[N+](=O)[O-] (Methyl α-Methyl-(2-nitro-5-chloro-6-bromocyclohexa-2,4-dien-1-yl)acetate). As a reaction SMILES: [Cl:1][C:2]1[CH:7]=[CH:6][C:5]([N+:8]([O-:10])=[O:9])=[CH:4][CH:3]=1.C[SiH](C)C.BrBr.S(=O)(O)[O-:18].[Na+].[K+].[Br-:23].Br.[CH2:25]1[CH2:29][O:28][CH2:27][CH2:26]1>C(#N)C.C1CCCCC1>[CH3:25][CH:26]([CH:6]1[CH:7]([Br:23])[C:2]([Cl:1])=[CH:3][CH:4]=[C:5]1[N+:8]([O-:10])=[O:9])[C:27]([O:28][CH3:29])=[O:18] |f:3.4,5.6|. Procedure details: To a solution of 0.779 g (5.00 mmol) of 4-chloronitrobenzene and 0.930 mL (5.04 mmol) of [1-methoxy-1-propenyl)oxy]trimethylsilane (MTS) in 15 mL of anhydrous THF was added 1.348 g (4.90 mmol) of tris(dimethylamino)sulfonium trimethyldifluorosilicate (TASF) in 4 mL of THF and 2 mL of acetonitrile in 10 min at -78° C. The mixture was stirred for 45 min at -78° C. A solution of 0.250 mL (4.88 mmol) of bromine in 2 mL of cyclohexane was added, and the mixture was stirred for 15 min. After warming t...